Dataset: the Open Reaction Database (ORD), a public repository of structured organic reaction records. Task: describe an organic reaction: reactants, conditions, products, and yield Reactants: CS(=O)(=O)Cl, ClCCl, O=[N+]([O-])c1cccc(CCO)c1, c1ccncc1. The product is CS(=O)(=O)OCCc1cccc([N+](=O)[O-])c1. Reaction SMILES: [CH3:19][S:20]([Cl:21])(=[O:22])=[O:23].[Cl:24][CH2:25][Cl:26].[N+:1](=[O:2])([O-:3])[c:4]1[cH:5][c:6]([CH2:10][CH2:11][OH:12])[cH:7][cH:8][cH:9]1.[cH:13]1[cH:14][cH:15][n:16][cH:17][cH:18]1>>[N+:1](=[O:2])([O-:3])[c:4]1[cH:5][c:6]([CH2:10][CH2:11][O:12][S:20]([CH3:19])(=[O:22])=[O:23])[cH:7][cH:8][cH:9]1. The reactants are O (water), NC=1C(=C(SC1)C)C(=O)OCC (Ethyl 4-amino-2-methyl-thiophene-3-carboxylate), O1CCOCC1 (1,4-dioxane), [H-].[Na+] (sodium hydride), C(C)C(C(=O)Cl)C(=O)Cl (ethyl malonyl chloride). Run at temperature 50 celsius. Product: C(C)OC(=O)C=1C(NC2=CSC(=C2C1O)C)=O (4,5-dihydro-7-hydroxy-1-methyl-5-oxo-2-thia-4-aza-indene-6-carboxylic acid ethyl ester). Isolated yield 52.0%. As a reaction SMILES: [NH2:1][C:2]1[C:3]([C:8]([O:10]CC)=O)=[C:4]([CH3:7])[S:5][CH:6]=1.C([CH:15]([C:19](Cl)=[O:20])[C:16](Cl)=[O:17])C.[H-].[Na+].O.[O:25]1CCO[CH2:27][CH2:26]1>>[CH2:26]([O:25][C:19]([C:15]1[C:16](=[O:17])[NH:1][C:2]2[C:3]([C:8]=1[OH:10])=[C:4]([CH3:7])[S:5][CH:6]=2)=[O:20])[CH3:27] |f:2.3|. Procedure details: Ethyl 4-amino-2-methyl-thiophene-3-carboxylate (12.8 mmol, 2.37 g) was dissolved in 1,4-dioxane (20 ml) and ethyl malonyl chloride (90%) (19.2 mmol, 2.73 ml) was added. The reaction mixture was heated at 50° C. for 1 h and was then allowed to reach room temperature. The reaction mixture was poured onto ice (60 g) and the product was collected by filtration, washed with water and dried (3.32 g, 87%). The malonic amide was dissolved in N,N-dimethylacetamide (DMA, 35 ml) and sodium hydride (NaH 60%... The reactants are C(#N)N=C(SC)NC=1C=C(C(=O)OC)C=CC1 (methyl 3-[[(cyanoimino)(methylthio)-methyl]amino]benzoate), C(C1=CC=CC=C1)N (benzylamine). Run in C(C)O (ethanol). Run at time 8 hour. Yields the product C(#N)N=C(NCC1=CC=CC=C1)NC=1C=C(C(=O)OC)C=CC1 (methyl 3-[[(cyanoimino)[(phenylmethyl)-amino]methyl]amino]benzoate). Yield: 44.5%. RXN SMILES: [C:1]([N:3]=[C:4]([NH:7][C:8]1[CH:9]=[C:10]([CH:15]=[CH:16][CH:17]=1)[C:11]([O:13][CH3:14])=[O:12])SC)#[N:2].[CH2:18]([NH2:25])[C:19]1[CH:24]=[CH:23][CH:22]=[CH:21][CH:20]=1>C(O)C>[C:1]([N:3]=[C:4]([NH:7][C:8]1[CH:9]=[C:10]([CH:15]=[CH:16][CH:17]=1)[C:11]([O:13][CH3:14])=[O:12])[NH:25][CH2:18][C:19]1[CH:24]=[CH:23][CH:22]=[CH:21][CH:20]=1)#[N:2]. Reported procedure: A stirred mixture of the compound from Example D (1.0 g) and benzylamine (440 mg) in ethanol (15 ml) was heated at reflux under a nitrogen atmosphere for 3 hours. The reaction mixture was cooled to room temperature. On standing overnight at room temperature a white solid was obtained and isolated by filtration (720 mg). The crude filtrate was further purified by chromatography on silica (eluant; ethyl acetate/hexane, 1:1) to afford the title compound (550 mg) as a white solid.